This data is from the Open Reaction Database (ORD), a public repository of structured organic reaction records. The task is: describe an organic reaction: reactants, conditions, products, and yield The reactants are N(=[N+]=[N-])CC(CCCCCCCCCC)NC(OC(C)(C)C)=O (tert-Butyl N-[1-(R/S)-(azidomethyl)undecyl]carbamate). The reagents and catalysts are [Pd] (Palladium). Run in CO (methanol). Run at time 12 hour. The product is NCC(CCCCCCCCCC)NC(OC(C)(C)C)=O (tert-Butyl N-[1-(R/S)-(aminomethyl)undecyl]carbamate). The yield is 92.1%. Reaction SMILES: [N:1]([CH2:4][CH:5]([NH:16][C:17](=[O:23])[O:18][C:19]([CH3:22])([CH3:21])[CH3:20])[CH2:6][CH2:7][CH2:8][CH2:9][CH2:10][CH2:11][CH2:12][CH2:13][CH2:14][CH3:15])=[N+]=[N-]>[Pd].CO>[NH2:1][CH2:4][CH:5]([NH:16][C:17](=[O:23])[O:18][C:19]([CH3:22])([CH3:21])[CH3:20])[CH2:6][CH2:7][CH2:8][CH2:9][CH2:10][CH2:11][CH2:12][CH2:13][CH2:14][CH3:15]. Reported procedure: Palladium catalyst (10% on carbon, 10.0 mg) was added in one portion to a solution of tert-butyl N-[1-(azidomethyl)undecyl]-carbamate 63 (100 mg, 0.282 mmol) in abs. methanol (5 ml) under a hydrogen atmosphere. The solution was allowed to stir for 12 hours. The catalyst was subsequently filtered off, and the solvent evaporated to give 64 (78 mg, 84%). As a reaction SMILES: [CH2:1]=[O:2].[CH2:3]([CH3:4])[CH:5]([CH2:6][NH:7][CH2:8][CH:9]([CH2:10][CH2:11][CH2:12][CH3:13])[CH2:14][CH3:15])[CH2:16][CH2:17][CH2:18][CH3:19].[PH:20]([O:21][CH2:22][CH:23]([CH2:24][CH2:25][CH2:26][CH3:27])[CH2:28][CH3:29])([O:30][CH2:31][CH:32]([CH2:33][CH2:34][CH2:35][CH3:36])[CH2:37][CH3:38])=[O:39]>>[CH2:1]([N:7]([CH2:6][CH:5]([CH2:3][CH3:4])[CH2:16][CH2:17][CH2:18][CH3:19])[CH2:8][CH:9]([CH2:10][CH2:11][CH2:12][CH3:13])[CH2:14][CH3:15])[P:20]([O:21][CH2:22][CH:23]([CH2:24][CH2:25][CH2:26][CH3:27])[CH2:28][CH3:29])([O:30][CH2:31][CH:32]([CH2:33][CH2:34][CH2:35][CH3:36])[CH2:37][CH3:38])=[O:39]. The product is CCCCC(CC)COP(=O)(CN(CC(CC)CCCC)CC(CC)CCCC)OCC(CC)CCCC. Reactants: C=O, CCCCC(CC)CNCC(CC)CCCC, CCCCC(CC)CO[PH](=O)OCC(CC)CCCC. The reactants are CCOC(=O)N1CCN(C(=O)C(CCC(=O)OC(C)(C)C)NC(=O)c2cc(OCC(=O)N3CCCC3C(=O)OCc3ccccc3)n(-c3cccc(F)c3)n2)CC1, CCOC(C)=O, [H][H]. Product: CCOC(=O)N1CCN(C(=O)C(CCC(=O)OC(C)(C)C)NC(=O)c2cc(OCC(=O)N3CCCC3C(=O)O)n(-c3cccc(F)c3)n2)CC1. Reaction SMILES: [CH2:1]([CH3:2])[O:3][C:4](=[O:5])[N:6]1[CH2:7][CH2:8][N:9]([C:12]([CH:13]([CH2:14][CH2:15][C:16](=[O:17])[O:18][C:19]([CH3:20])([CH3:21])[CH3:22])[NH:23][C:24](=[O:25])[c:26]2[n:27][n:28](-[c:50]3[cH:51][c:52]([F:56])[cH:53][cH:54][cH:55]3)[c:29]([O:31][CH2:32][C:33](=[O:34])[N:35]3[CH:36]([C:40](=[O:41])[O:42][CH2:43][c:44]4[cH:45][cH:46][cH:47][cH:48][cH:49]4)[CH2:37][CH2:38][CH2:39]3)[cH:30]2)=[O:57])[CH2:10][CH2:11]1.[CH3:60][CH2:61][O:62][C:63](=[O:64])[CH3:65].[H:58][H:59]>>[CH2:1]([CH3:2])[O:3][C:4](=[O:5])[N:6]1[CH2:7][CH2:8][N:9]([C:12]([CH:13]([CH2:14][CH2:15][C:16](=[O:17])[O:18][C:19]([CH3:20])([CH3:21])[CH3:22])[NH:23][C:24](=[O:25])[c:26]2[n:27][n:28](-[c:50]3[cH:51][c:52]([F:56])[cH:53][cH:54][cH:55]3)[c:29]([O:31][CH2:32][C:33](=[O:34])[N:35]3[CH:36]([C:40](=[O:41])[OH:42])[CH2:37][CH2:38][CH2:39]3)[cH:30]2)=[O:57])[CH2:10][CH2:11]1.